From a dataset of the Open Reaction Database (ORD), a public repository of structured organic reaction records. describe an organic reaction: reactants, conditions, products, and yield Starting materials: NC=1SC(=CC1C(=O)N)C1=C(C=C(C=C1F)C(C)(C)O)F (2-amino-5-[2,6-difluoro-4-(1-hydroxy-1-methylethyl)phenyl]thiophene-3-carboxamide), BrC1=CC=C(C=C1)N(S(=O)(=O)C)S(=O)(=O)C (N-(4-bromophenyl)-N-(methylsulfonyl)methanesulfonamide). The product is FC1=C(C(=CC(=C1)C(C)(C)O)F)C1=CC(=C(S1)NC1=CC=C(C=C1)NS(=O)(=O)C)C(=O)N (5-[2,6-difluoro-4-(1-hydroxy-1-methyl ethyl)phenyl]-2-({4-[(methylsulfonyl)amino]phenyl}amino)thiophene-3-carboxamide). RXN SMILES: [NH2:1][C:2]1[S:3][C:4]([C:10]2[C:15]([F:16])=[CH:14][C:13]([C:17]([OH:20])([CH3:19])[CH3:18])=[CH:12][C:11]=2[F:21])=[CH:5][C:6]=1[C:7]([NH2:9])=[O:8].Br[C:23]1[CH:28]=[CH:27][C:26]([N:29](S(C)(=O)=O)[S:30]([CH3:33])(=[O:32])=[O:31])=[CH:25][CH:24]=1>>[F:16][C:15]1[CH:14]=[C:13]([C:17]([OH:20])([CH3:18])[CH3:19])[CH:12]=[C:11]([F:21])[C:10]=1[C:4]1[S:3][C:2]([NH:1][C:23]2[CH:24]=[CH:25][C:26]([NH:29][S:30]([CH3:33])(=[O:31])=[O:32])=[CH:27][CH:28]=2)=[C:6]([C:7]([NH2:9])=[O:8])[CH:5]=1. Reported procedure: 5-[2,6-difluoro-4-(1-hydroxy-1-methyl ethyl)phenyl]-2-({4-[(methylsulfonyl)amino]phenyl}amino)thiophene-3-carboxamide was prepared according to the general procedure in Example 1 using 2-amino-5-[2,6-difluoro-4-(1-hydroxy-1-methylethyl)phenyl]thiophene-3-carboxamide (85 mg, 0.272 mmol) and N-(4-bromophenyl)-N-(methylsulfonyl)methanesulfonamide (89 mg, 0.272 mmol) as the starting materials. Reactants: Brc1ccc(OC2C3CC4CC2CN(C4)C3)nc1, OB(O)c1ccccc1, Cc1ccc(S(=O)(=O)[O-])cc1. The product is Cc1ccc(S(=O)(=O)O)cc1, c1ccc(-c2ccc(OC3C4CC5CC3CN(C5)C4)nc2)cc1. RXN SMILES: [Br:1][c:2]1[cH:3][cH:4][c:5]([O:8][CH:9]2[CH:10]3[CH2:11][N:12]4[CH2:13][CH:14]([CH2:15][CH:16]2[CH2:17]4)[CH2:18]3)[n:6][cH:7]1.[OH:19][B:20]([OH:21])[c:22]1[cH:23][cH:24][cH:25][cH:26][cH:27]1.[c:28]1([CH3:38])[cH:29][cH:30][c:31]([S:34](=[O:35])(=[O:36])[O-:37])[cH:32][cH:33]1>>[c:28]1([CH3:38])[cH:29][cH:30][c:31]([S:34](=[O:35])(=[O:36])[OH:37])[cH:32][cH:33]1.[c:2]1(-[c:22]2[cH:23][cH:24][cH:25][cH:26][cH:27]2)[cH:3][cH:4][c:5]([O:8][CH:9]2[CH:10]3[CH2:11][N:12]4[CH2:13][CH:14]([CH2:15][CH:16]2[CH2:17]4)[CH2:18]3)[n:6][cH:7]1.